Dataset: the Open Reaction Database (ORD), a public repository of structured organic reaction records. Task: describe an organic reaction: reactants, conditions, products, and yield Starting materials: [OH-].[K+] (KOH), C(C1=CC=CC=C1)N1CCN(CC1)C=1C2=C(N(N1)S(=O)(=O)C1=CC=C(C=C1)C)C=CS2 (3-(4-benzyl-piperazin-1-yl)-1-(toluene-4-sulfonyl)-1H-thieno[3,2-c]pyrazole). Run in CO (methyl alcohol). The product is C(C1=CC=CC=C1)N1CCN(CC1)C=1C2=C(NN1)C=CS2 (3-(4-Benzyl-piperazin-1-yl)-1H-thieno[3,2-c]pyrazole). RXN SMILES: [OH-].[K+].[CH2:3]([N:10]1[CH2:15][CH2:14][N:13]([C:16]2[C:17]3[S:33][CH:32]=[CH:31][C:18]=3[N:19](S(C3C=CC(C)=CC=3)(=O)=O)[N:20]=2)[CH2:12][CH2:11]1)[C:4]1[CH:9]=[CH:8][CH:7]=[CH:6][CH:5]=1>CO>[CH2:3]([N:10]1[CH2:15][CH2:14][N:13]([C:16]2[C:17]3[S:33][CH:32]=[CH:31][C:18]=3[NH:19][N:20]=2)[CH2:12][CH2:11]1)[C:4]1[CH:5]=[CH:6][CH:7]=[CH:8][CH:9]=1 |f:0.1|. Procedure details: To a stirred mixture of KOH(s) (56.09 g, 2.66 mol) in methyl alcohol (1.33 L) is added 3-(4-benzyl-piperazin-1-yl)-1-(toluene-4-sulfonyl)-1H-thieno[3,2-c]pyrazole (241 g, 0.532 mol). The mixture is heated at reflux for 1.25 hours, cooled to room temperature and evaporated. The residue is taked up in EtOAc (1 L) washed with water (2 L), dried (MgSO4) filtered and evaporated. The residue was recrystallized from EtOAc/Heptane yielding 129 g (81%). Reactants: [BH4-], COc1ccc2c(c1)Sc1ccc(SC)cc1C(=O)C2, CCO, [Na+], O. The product is COc1ccc2c(c1)Sc1ccc(SC)cc1C(O)C2. RXN SMILES: [BH4-:24].[CH3:1][O:2][c:3]1[cH:4][cH:5][c:6]2[c:7]([cH:20]1)[S:8][c:9]1[c:10]([cH:14][c:15]([S:18][CH3:19])[cH:16][cH:17]1)[C:11](=[O:13])[CH2:12]2.[CH3:21][CH2:22][OH:23].[Na+:25].[OH2:26]>>[CH3:1][O:2][c:3]1[cH:4][cH:5][c:6]2[c:7]([cH:20]1)[S:8][c:9]1[c:10]([cH:14][c:15]([S:18][CH3:19])[cH:16][cH:17]1)[CH:11]([OH:13])[CH2:12]2. Reactants: CC(=O)[O-], CC(=O)O, [NH4+], O=C1CNC(=O)N1, O=Cc1cc(O)c(O)c([N+](=O)[O-])c1. The product is O=C1NC(=O)C(=Cc2cc(O)c(O)c([N+](=O)[O-])c2)N1. RXN SMILES: [CH3:22][C:23](=[O:24])[O-:25].[CH3:26][C:27](=[O:28])[OH:29].[NH4+:21].[O:1]=[C:2]1[CH2:3][NH:4][C:5](=[O:6])[NH:7]1.[OH:8][c:9]1[cH:10][c:11]([CH:12]=[O:13])[cH:14][c:15]([N+:18](=[O:19])[O-:20])[c:16]1[OH:17]>>[O:1]=[C:2]1[C:3](=[CH:12][c:11]2[cH:10][c:9]([OH:8])[c:16]([OH:17])[c:15]([N+:18](=[O:19])[O-:20])[cH:14]2)[NH:4][C:5](=[O:6])[NH:7]1.